From a dataset of the Open Reaction Database (ORD), a public repository of structured organic reaction records. describe an organic reaction: reactants, conditions, products, and yield The product is Cc1onc(-c2ccc(F)cc2)c1COc1cc(C(=O)O)[nH]n1. RXN SMILES: [CH3:1][O:2][C:3](=[O:4])[c:5]1[nH:6][n:7][c:8]([O:10][CH2:11][c:12]2[c:13](-[c:18]3[cH:19][cH:20][c:21]([F:24])[cH:22][cH:23]3)[n:14][o:15][c:16]2[CH3:17])[cH:9]1.[ClH:27].[Na+:26].[O:28]1[CH2:29][CH2:30][O:31][CH2:32][CH2:33]1.[OH-:25]>>[O:2]=[C:3]([OH:4])[c:5]1[nH:6][n:7][c:8]([O:10][CH2:11][c:12]2[c:13](-[c:18]3[cH:19][cH:20][c:21]([F:24])[cH:22][cH:23]3)[n:14][o:15][c:16]2[CH3:17])[cH:9]1. Reactants: COC(=O)c1cc(OCc2c(-c3ccc(F)cc3)noc2C)n[nH]1, Cl, [Na+], C1COCCO1, [OH-]. Starting materials: CN(C)CC(N)CC(=O)OCc1ccccc1, Cl, Cl, O=C(O)CCCCCCc1ccccc1. The product is CN(C)CC(CC(=O)OCc1ccccc1)NC(=O)CCCCCCc1ccccc1. Reaction SMILES: [CH2:18]([c:19]1[cH:20][cH:21][cH:22][cH:23][cH:24]1)[O:25][C:26]([CH2:27][CH:28]([CH2:29][N:30]([CH3:31])[CH3:32])[NH2:33])=[O:34].[ClH:16].[ClH:17].[c:1]1([CH2:7][CH2:8][CH2:9][CH2:10][CH2:11][CH2:12][C:13](=[O:14])[OH:15])[cH:2][cH:3][cH:4][cH:5][cH:6]1>>[c:1]1([CH2:7][CH2:8][CH2:9][CH2:10][CH2:11][CH2:12][C:13](=[O:15])[NH:33][CH:28]([CH2:27][C:26]([O:25][CH2:18][c:19]2[cH:20][cH:21][cH:22][cH:23][cH:24]2)=[O:34])[CH2:29][N:30]([CH3:31])[CH3:32])[cH:2][cH:3][cH:4][cH:5][cH:6]1. The reactants are CC(C)(C)C1CN(C(=O)c2coc(N3CC(OS(C)(=O)=O)C3)n2)C1O[SiH](c1ccccc1)c1ccccc1, CC([O-])=S, CN(C)C=O, [K+]. Product: CC(=O)SC1CN(c2nc(C(=O)N3CC(C(C)(C)C)C3O[SiH](c3ccccc3)c3ccccc3)co2)C1. Reaction SMILES: [C:1]([CH3:2])([CH3:3])([CH3:4])[CH:5]1[CH:6]([O:25][SiH:26]([c:27]2[cH:28][cH:29][cH:30][cH:31][cH:32]2)[c:33]2[cH:34][cH:35][cH:36][cH:37][cH:38]2)[N:7]([C:9](=[O:10])[c:11]2[n:12][c:13]([N:16]3[CH2:17][CH:18]([O:20][S:21]([CH3:22])(=[O:23])=[O:24])[CH2:19]3)[o:14][cH:15]2)[CH2:8]1.[C:39]([CH3:40])(=[S:41])[O-:42].[CH3:44][N:45]([CH3:46])[CH:47]=[O:48].[K+:43]>>[C:1]([CH3:2])([CH3:3])([CH3:4])[CH:5]1[CH:6]([O:25][SiH:26]([c:27]2[cH:28][cH:29][cH:30][cH:31][cH:32]2)[c:33]2[cH:34][cH:35][cH:36][cH:37][cH:38]2)[N:7]([C:9](=[O:10])[c:11]2[n:12][c:13]([N:16]3[CH2:17][CH:18]([S:41][C:39]([CH3:40])=[O:42])[CH2:19]3)[o:14][cH:15]2)[CH2:8]1. The reactants are Brc1ccc2c(c1)C(c1ccccn1)=NCc1nnc(Br)n1-2, O=C([O-])O, CCOC(C)=O, CN1CCNCC1, CO, [Na+], O. The product is CN1CCN(c2nnc3n2-c2ccc(Br)cc2C(c2ccccn2)=NC3)CC1. Reaction SMILES: [Br:1][c:2]1[n:3][n:4][c:5]2[n:6]1-[c:7]1[c:8]([cH:18][c:19]([Br:22])[cH:20][cH:21]1)[C:9]([c:12]1[n:13][cH:14][cH:15][cH:16][cH:17]1)=[N:10][CH2:11]2.[C:31](=[O:32])([OH:33])[O-:34].[C:36]([O:37][CH2:38][CH3:39])(=[O:40])[CH3:41].[CH3:23][N:24]1[CH2:25][CH2:26][NH:27][CH2:28][CH2:29]1.[CH3:42][OH:43].[Na+:35].[OH2:30]>>[c:2]1([N:27]2[CH2:26][CH2:25][N:24]([CH3:23])[CH2:29][CH2:28]2)[n:3][n:4][c:5]2[n:6]1-[c:7]1[c:8]([cH:18][c:19]([Br:22])[cH:20][cH:21]1)[C:9]([c:12]1[n:13][cH:14][cH:15][cH:16][cH:17]1)=[N:10][CH2:11]2. Reactants: CCCCOc1ccc(N)cc1, CN(C)c1ccccc1, ClC(Cl)Cl, O=C(O)c1c(Cl)ccc([N+](=O)[O-])c1Cl, [Na+], [OH-]. Yields the product CCCCOc1ccc(Nc2c([N+](=O)[O-])ccc(Cl)c2C(=O)O)cc1. As a reaction SMILES: [CH2:1]([CH2:2][CH2:3][CH3:4])[O:5][c:6]1[cH:7][cH:8][c:9]([NH2:10])[cH:11][cH:12]1.[CH3:33][N:34]([c:35]1[cH:36][cH:37][cH:38][cH:39][cH:40]1)[CH3:41].[CH:29]([Cl:30])([Cl:31])[Cl:32].[Cl:13][c:14]1[c:15]([C:16](=[O:17])[OH:18])[c:19]([Cl:26])[cH:20][cH:21][c:22]1[N+:23](=[O:24])[O-:25].[Na+:28].[OH-:27]>>[CH2:1]([CH2:2][CH2:3][CH3:4])[O:5][c:6]1[cH:7][cH:8][c:9]([NH:10][c:14]2[c:15]([C:16](=[O:17])[OH:18])[c:19]([Cl:26])[cH:20][cH:21][c:22]2[N+:23](=[O:24])[O-:25])[cH:11][cH:12]1. The reactants are Cl (HCl), O1CCOCC1 (dioxane), CC(C)(C)N(C([O-])=O)CC(C1=CC=CC=C1)NC(=O)C=1SC(=CC1)C1=CC=NN1C (1,1-dimethylethyl[2-({[5-(1-methyl-1H-pyrazol-5-yl)-2-thienyl]carbonyl}amino)-2-phenylethyl]carbamate). The solvent is CO (MeOH). Reaction conditions: time 4 hour. Yields the product NCC(C1=CC=CC=C1)NC(=O)C=1SC(=CC1)C1=CC=NN1C (N-(2-amino-1-phenylethyl)-5-(1-methyl-1H-pyrazol-5-yl)-2-thiophenecarboxamide). Yield: 107.6%. RXN SMILES: CC([N:5]([CH2:9][CH:10]([NH:17][C:18]([C:20]1[S:21][C:22]([C:25]2[N:29]([CH3:30])[N:28]=[CH:27][CH:26]=2)=[CH:23][CH:24]=1)=[O:19])[C:11]1[CH:16]=[CH:15][CH:14]=[CH:13][CH:12]=1)C(=O)[O-])(C)C.Cl.O1CCOCC1>CO>[NH2:5][CH2:9][CH:10]([NH:17][C:18]([C:20]1[S:21][C:22]([C:25]2[N:29]([CH3:30])[N:28]=[CH:27][CH:26]=2)=[CH:23][CH:24]=1)=[O:19])[C:11]1[CH:12]=[CH:13][CH:14]=[CH:15][CH:16]=1. Reported procedure: 1,1-dimethylethyl[2-({[5-(1-methyl-1H-pyrazol-5-yl)-2-thienyl]carbonyl}amino)-2-phenylethyl]carbamate (56 mg, 0.131 mmol) was dissolved in MeOH (2 mL) and treated with excess 4M HCl in dioxane (656 μL, 2.62 mmol). After 4 h, the solution was concentrated affording the title compound (46 mg, quant.) as a yellow solid: LC-MS (ES) m/z 327 (M+H)+, 1H NMR (d6-DMSO, 400 MHz) δ 9.46 (d, J=8.2 Hz, 1H), 8.27 (bs, 1H), 8.20 (d, J=4.0 Hz, 1H), 7.48-7.75 (m, 3H), 7.37-7.40 (m, 2H), 7.31-7.33 (m, 1H), 6.58 (... Starting materials: N[C@@H](C(=O)NC1=CC(=C(C=C1)C(=O)N1CCCC1)C)CC=1N=CN(C1)CC1=CC=CC=C1 ((R)-2-amino-3-(1-benzyl-1H-imidazol-4-yl)-N-[3-methyl-4-(pyrrolidin-1-yl-carbonyl)-phenyl]-propionamide), [H][H] (hydrogen). The reagents and catalysts are [OH-].[OH-].[Pd+2] (Pd(OH)2). Solvent: C(C)(=O)O (acetic acid). The product is N[C@@H](C(=O)NC1=CC(=C(C=C1)C(=O)N1CCCC1)C)CC=1N=CNC1 ((R)-2-amino-3-(1H-imidazol-4-yl)-N-[3-methyl-4-(pyrrolidin-1-yl-carbonyl)-phenyl]-propionamide). RXN SMILES: [NH2:1][C@H:2]([CH2:20][C:21]1[N:22]=[CH:23][N:24](CC2C=CC=CC=2)[CH:25]=1)[C:3]([NH:5][C:6]1[CH:11]=[CH:10][C:9]([C:12]([N:14]2[CH2:18][CH2:17][CH2:16][CH2:15]2)=[O:13])=[C:8]([CH3:19])[CH:7]=1)=[O:4].[H][H]>C(O)(=O)C.[OH-].[OH-].[Pd+2]>[NH2:1][C@H:2]([CH2:20][C:21]1[N:22]=[CH:23][NH:24][CH:25]=1)[C:3]([NH:5][C:6]1[CH:11]=[CH:10][C:9]([C:12]([N:14]2[CH2:15][CH2:16][CH2:17][CH2:18]2)=[O:13])=[C:8]([CH3:19])[CH:7]=1)=[O:4] |f:3.4.5|. Reported procedure: 350.0 mg (0.81 mmol) (R)-2-amino-3-(1-benzyl-1H-imidazol-4-yl)-N-[3-methyl-4-(pyrrolidin-1-yl-carbonyl)-phenyl]-propionamide are dissolved in 10.0 ml acetic acid and combined with 150.0 mg Pd(OH)2. The mixture is hydrogenated in a Parr apparatus at ambient temperature at 3 bar hydrogen pressure for eight hours. Then the catalyst is filtered off and the filtrate is evaporated down i. vac. Reaction SMILES: [C:1]([O:4][C@:5]1([C@:25]2([CH3:26])[C@H:11]([C@H:12]3[C@H:22]([CH2:23][CH2:24]2)[C@:20]2([CH3:21])[C:15](=[CH:16][C:17](=[O:27])[O:18][CH2:19]2)[C@H:14]2O[C@@H:13]32)[CH2:10][CH2:9]1)[C:6](=[O:8])[CH3:7])(=[O:3])[CH3:2].[FH:29].[K].CS(C)=O>O>[C:1]([O:4][C@:5]1([C@:25]2([CH3:26])[C@H:11]([C@H:12]3[C@H:22]([CH2:23][CH2:24]2)[C@:20]2([CH3:21])[C:15](=[CH:16][C:17](=[O:27])[O:18][CH2:19]2)[C:14]([F:29])=[CH:13]3)[CH2:10][CH2:9]1)[C:6](=[O:8])[CH3:7])(=[O:3])[CH3:2] |f:1.2,^1:29|. Product: C(C)(=O)O[C@]1(C(C)=O)CC[C@H]2[C@@H]3C=C(C4=CC(OC[C@]4(C)[C@H]3CC[C@]12C)=O)F (17α-acetoxy-6-fluoro-2-oxapregna-4,6-diene-3,20-dione). Reaction conditions: temperature 140 celsius. Procedure details: A mixture of 100 mg of 17α-acetoxy-6α,7α-epoxy-2-oxa-4-pregnene-3,20-dione, 200 mg of potassium hydrogen fluoride and 1 ml of dimethyl sulfoxide was heated at 140° C. for 20 minutes. Water was added to the reaction mixture, and the mixture was extracted with ethyl acetate. The extract was washed with a saturated aqueous solution of sodium hydrogen carbonate, and dried over anhydrous magnesium sulfate. The solvent was evaporated, and the crude product was purified by TLC [developing solvent: chlo... Reactants: C(C)(=O)O[C@]1(C(C)=O)CC[C@H]2[C@@H]3[C@H]4[C@@H](C5=CC(OC[C@]5(C)[C@H]3CC[C@]12C)=O)O4 (17α-acetoxy-6α,7α-epoxy-2-oxa-4-pregnene-3,20-dione), F.[K] (potassium hydrogen fluoride), CS(=O)C (dimethyl sulfoxide). Yield: 19.9%. The solvent is O (Water). Starting materials: CN(/C=C/C(=O)C1=NN(C=CC1=O)C1=CC(=CC=C1)OC(F)(F)F)C (3-((E)-3-dimethylamino-acryloyl)-1-(3-trifluoromethoxy-phenyl)-1H-pyridazin-4-one), O1CCOC2=C1C=CC(=C2)NN ((2,3-dihydro-benzo[1,4]dioxin-6-yl)-hydrazine). The product is O1CCOC2=C1C=CC(=C2)N2N=CC=C2C2=NN(C=CC2=O)C2=CC(=CC=C2)OC(F)(F)F (3-[2-(2,3-Dihydro-benzo[1,4]dioxin-6-yl)-2H-pyrazol-3-yl]-1-(3-trifluoromethoxy-phenyl)-1H-pyridazin-4-one). As a reaction SMILES: C[N:2](C)/[CH:3]=[CH:4]/[C:5]([C:7]1[C:12](=[O:13])[CH:11]=[CH:10][N:9]([C:14]2[CH:19]=[CH:18][CH:17]=[C:16]([O:20][C:21]([F:24])([F:23])[F:22])[CH:15]=2)[N:8]=1)=O.[O:26]1[C:31]2[CH:32]=[CH:33][C:34]([NH:36]N)=[CH:35][C:30]=2[O:29][CH2:28][CH2:27]1>>[O:26]1[C:31]2[CH:32]=[CH:33][C:34]([N:36]3[C:5]([C:7]4[C:12](=[O:13])[CH:11]=[CH:10][N:9]([C:14]5[CH:19]=[CH:18][CH:17]=[C:16]([O:20][C:21]([F:24])([F:23])[F:22])[CH:15]=5)[N:8]=4)=[CH:4][CH:3]=[N:2]3)=[CH:35][C:30]=2[O:29][CH2:28][CH2:27]1. Reported procedure: Reaction of 3-((E)-3-dimethylamino-acryloyl)-1-(3-trifluoromethoxy-phenyl)-1H-pyridazin-4-one (A-6) and (2,3-dihydro-benzo[1,4]dioxin-6-yl)-hydrazine according to example 43 gave the desired product. MS: M=456.9 (M+H)+ The reactants are C(C1=CC=CC=C1)OC([C@H](N)CC1=CNC2=CC=CC=C12)=O (D-tryptophan benzyl ester), C(C)(C)(C)OC(=O)NC(CC(=O)O)(C)C (3-t-butoxycarbonylamino-3-methylbutanoic acid). Product: C(C1=CC=CC=C1)OC([C@@H](CC1=CNC2=CC=CC=C12)NC(CC(C)(C)NC(=O)OC(C)(C)C)=O)=O ((R)-α-[(3-t-Butoxycarbonylamino-3-methyl-1-oxobutyl)amino]-1-H-indole-3-propanoic acid benzyl ester). As a reaction SMILES: [CH2:1]([O:8][C:9](=[O:22])[C@@H:10]([CH2:12][C:13]1[C:21]2[C:16](=[CH:17][CH:18]=[CH:19][CH:20]=2)[NH:15][CH:14]=1)[NH2:11])[C:2]1[CH:7]=[CH:6][CH:5]=[CH:4][CH:3]=1.[C:23]([O:27][C:28]([NH:30][C:31]([CH3:37])([CH3:36])[CH2:32][C:33](O)=[O:34])=[O:29])([CH3:26])([CH3:25])[CH3:24]>>[CH2:1]([O:8][C:9](=[O:22])[C@H:10]([NH:11][C:33](=[O:34])[CH2:32][C:31]([NH:30][C:28]([O:27][C:23]([CH3:26])([CH3:25])[CH3:24])=[O:29])([CH3:37])[CH3:36])[CH2:12][C:13]1[C:21]2[C:16](=[CH:17][CH:18]=[CH:19][CH:20]=2)[NH:15][CH:14]=1)[C:2]1[CH:7]=[CH:6][CH:5]=[CH:4][CH:3]=1. Procedure details: Prepared from D-tryptophan benzyl ester (1 g; 3.40 mmol) and 3-t-butoxycarbonylamino-3-methylbutanoic acid (0.91 g; 4.19 mmol) by the procedure described in Example 6, Step C. The yield was 0.981 g (58%).